Dataset: the Open Reaction Database (ORD), a public repository of structured organic reaction records. Task: describe an organic reaction: reactants, conditions, products, and yield Starting materials: C(C)(=O)OC(C)=O (acetic anhydride), C(CCC)[Li] (n-Butyl lithium), [Mg] (magnesium), BrC1=C(C=C)C=CC=C1 (o-bromostyrene), C(=O)=O.C(C)(C)O (dry ice isopropanol), Grignard reagent, BrC1=C(C=O)C=CC=C1 (2-bromobenzaldehyde), BrC1=C(C=C)C=CC=C1 (o-bromostyrene), [Br-] (bromide). The reagents and catalysts are [Br-].C[P+](C1=CC=CC=C1)(C1=CC=CC=C1)C1=CC=CC=C1 (methyl triphenyl phosphonium bromide). Run in C1CCOC1 (THF), C1CCOC1 (THF), C1CCOC1 (THF), C1CCOC1 (THF). Reaction conditions: time 30 minute. The product is C(=C)C1=C(C=CC=C1)C(C)=O (o-vinyl acetophenone). RXN SMILES: C([Li])CCC.BrC1C=CC=C[C:8]=1[CH:9]=[O:10].Br[C:16]1[CH:23]=[CH:22][CH:21]=[CH:20][C:17]=1[CH:18]=[CH2:19].[Mg].[Br-].C(OC(=O)C)(=O)C.C(=O)=O.C(O)(C)C>[Br-].C[P+](C1C=CC=CC=1)(C1C=CC=CC=1)C1C=CC=CC=1.C1COCC1>[CH:18]([C:17]1[CH:20]=[CH:21][CH:22]=[CH:23][C:16]=1[C:9](=[O:10])[CH3:8])=[CH2:19] |f:6.7,8.9|. Procedure: Into a 3 necked 500 mL round bottom flask, equipped with a cooling condenser, a self equalizing addition funnel and a rubber septum, methyl triphenyl phosphonium bromide (54.5 g, 0.153 moles, Aldrich) was suspended in THF (120 mL). After flashing with nitrogen for 30 minutes, the flask was cooled to 0° C. n-Butyl lithium (61 mL, 2.5 M in hexane, 153 mmole) was added via a syringe. After stirring for 1.5 hours, a solution of 2-bromobenzaldehyde (25.0 g, 135.1 mmole) in THF (100 mL) was dripped in... The reactants are COc1ccc2c(Cl)nc(Nc3cc[nH]n3)cc2c1, Oc1ccc(Cl)cc1. Reaction SMILES: [Cl:1][c:2]1[n:3][c:4]([NH:14][c:15]2[n:16][nH:17][cH:18][cH:19]2)[cH:5][c:6]2[cH:7][c:8]([O:12][CH3:13])[cH:9][cH:10][c:11]12.[Cl:20][c:21]1[cH:22][cH:23][c:24]([OH:27])[cH:25][cH:26]1>>[c:2]1([O:27][c:24]2[cH:23][cH:22][c:21]([Cl:20])[cH:26][cH:25]2)[n:3][c:4]([NH:14][c:15]2[n:16][nH:17][cH:18][cH:19]2)[cH:5][c:6]2[cH:7][c:8]([O:12][CH3:13])[cH:9][cH:10][c:11]12. The product is COc1ccc2c(Oc3ccc(Cl)cc3)nc(Nc3cc[nH]n3)cc2c1. The reactants are O=C([O-])[O-], CCO, Clc1ccc2ccccc2n1, [K+], [K+], O=[N+]([O-])c1ccc(S)cc1. Yields the product O=[N+]([O-])c1ccc(Sc2ccc3ccccc3n2)cc1. Reaction SMILES: [C:22](=[O:23])([O-:24])[O-:25].[CH3:28][CH2:29][OH:30].[Cl:1][c:2]1[n:3][c:4]2[cH:5][cH:6][cH:7][cH:8][c:9]2[cH:10][cH:11]1.[K+:26].[K+:27].[N+:12](=[O:13])([O-:14])[c:15]1[cH:16][cH:17][c:18]([SH:21])[cH:19][cH:20]1>>[c:2]1([S:21][c:18]2[cH:17][cH:16][c:15]([N+:12](=[O:13])[O-:14])[cH:20][cH:19]2)[n:3][c:4]2[cH:5][cH:6][cH:7][cH:8][c:9]2[cH:10][cH:11]1. The reactants are O=C([O-])[O-], CN(C)C=O, O=Cc1ccc(F)c(F)c1, [K+], [K+], O, CC1(C)OC(=O)c2ccc(O)cc2O1. The product is CC1(C)OC(=O)c2ccc(Oc3ccc(C=O)cc3F)cc2O1. Reaction SMILES: [C:25](=[O:26])([O-:27])[O-:28].[CH3:32][N:33]([CH3:34])[CH:35]=[O:36].[F:15][c:16]1[cH:17][c:18]([CH:19]=[O:20])[cH:21][cH:22][c:23]1[F:24].[K+:29].[K+:30].[OH2:31].[OH:1][c:2]1[cH:3][c:4]2[c:5]([cH:13][cH:14]1)[C:6](=[O:12])[O:7][C:8]([CH3:10])([CH3:11])[O:9]2>>[O:1]([c:2]1[cH:3][c:4]2[c:5]([cH:13][cH:14]1)[C:6](=[O:12])[O:7][C:8]([CH3:10])([CH3:11])[O:9]2)[c:23]1[c:16]([F:15])[cH:17][c:18]([CH:19]=[O:20])[cH:21][cH:22]1.